describe an organic reaction: reactants, conditions, products, and yield From a dataset of the Open Reaction Database (ORD), a public repository of structured organic reaction records. Reactants: C(C)(=O)Cl (Acetyl chloride), C1=CC=C(C=C1)[C@H](C(=O)O)N (D-phenylglycine). Run in CO (methanol). Run at time 24 hour. The product is COC(=O)[C@H](C1=CC=CC=C1)N.Cl (D-Phenylglycine methyl ester hydrochloride). As a reaction SMILES: [C:1]([Cl:4])(=O)C.[CH:5]1[CH:10]=[CH:9][C:8]([C@@H:11]([NH2:15])[C:12]([OH:14])=[O:13])=[CH:7][CH:6]=1>CO>[CH3:1][O:13][C:12]([C@@H:11]([NH2:15])[C:8]1[CH:7]=[CH:6][CH:5]=[CH:10][CH:9]=1)=[O:14].[ClH:4] |f:3.4|. Reported procedure: Acetyl chloride (4 ml) was added cautiously and dropwise to methanol (20 ml) at 0° C. over 2 minutes. When the addition was completed, D-phenylglycine (1 g, 5.9 mmol, Aldrich) was introduced in a single portion. The mixture was stirred until dissolved then allowed to stand at RT for 24 hours. The solvent was evaporated then coevaporated twice from toluene to afford the title compound as a white crystalline solid in quantitative yield. The title compound was obtained as a white crystalline solid ... Reactants: BrCc1ccccc1, CC(C)C=CC(=O)O, CC(C)=O, [K+], [K+], O=C([O-])[O-]. Yields the product CC(C)C=CC(=O)OCc1ccccc1. As a reaction SMILES: [Br:15][CH2:16][c:17]1[cH:18][cH:19][cH:20][cH:21][cH:22]1.[CH3:1][CH:2]([CH:3]=[CH:4][C:5](=[O:6])[OH:7])[CH3:8].[CH3:23][C:24](=[O:25])[CH3:26].[K+:10].[K+:9].[O-:11][C:12]([O-:13])=[O:14]>>[CH3:1][CH:2]([CH:3]=[CH:4][C:5]([O:6][CH2:16][c:17]1[cH:18][cH:19][cH:20][cH:21][cH:22]1)=[O:7])[CH3:8]. The reactants are C(C)N1CC2(CCN(C2)CCC2=CC=C(C=C2)NC(C2=CC(=C(C=C2)F)[N+](=O)[O-])=O)CC1 (N-{4-[2-(7-Ethyl-2,7-diaza-spiro[4.4]non-2-yl)-ethyl]-phenyl}-4-fluoro-3-nitro-benzamide), N (ammonia). The solvent is CN(C)C=O (DMF). Run at time 8 hour. The product is NC1=C(C=C(C(=O)NC2=CC=C(C=C2)CCN2CC3(CC2)CN(CC3)CC)C=C1)[N+](=O)[O-] (4-Amino-N-{4-[2-(7-ethyl-2,7-diaza-spiro[4.4]non-2-yl)-ethyl]-phenyl}-3-nitro-benzamide). As a reaction SMILES: [CH2:1]([N:3]1[CH2:32][CH2:31][C:5]2([CH2:9][N:8]([CH2:10][CH2:11][C:12]3[CH:17]=[CH:16][C:15]([NH:18][C:19](=[O:30])[C:20]4[CH:25]=[CH:24][C:23](F)=[C:22]([N+:27]([O-:29])=[O:28])[CH:21]=4)=[CH:14][CH:13]=3)[CH2:7][CH2:6]2)[CH2:4]1)[CH3:2].[NH3:33]>CN(C=O)C>[NH2:33][C:23]1[CH:24]=[CH:25][C:20]([C:19]([NH:18][C:15]2[CH:14]=[CH:13][C:12]([CH2:11][CH2:10][N:8]3[CH2:7][CH2:6][C:5]4([CH2:31][CH2:32][N:3]([CH2:1][CH3:2])[CH2:4]4)[CH2:9]3)=[CH:17][CH:16]=2)=[O:30])=[CH:21][C:22]=1[N+:27]([O-:29])=[O:28]. Procedure details: N-{4-[2-(7-Ethyl-2,7-diaza-spiro[4.4]non-2-yl)-ethyl]-phenyl}-4-fluoro-3-nitro-benzamide from above was dissolved in DMF (15 ml) and the solution was cooled in an ice bath and saturated with ammonia gas for 10 min. The flask was sealed and left at room temperature overnight. The DMF was then evaporated under reduced pressure and the residue partitioned between dichloromethane and 0.1 N KOH. The organic phase was dried over sodium sulfate, filtered and evaporated under reduced pressure. The resid... Starting materials: ice water, S(O)(O)(=O)=O (sulphuric acid), ice, C(CC(C)C)(=O)Cl (isovaleryl chloride), NC1=C(N=NN1CC1=CC=CC=C1)C(N)=O (5-amino-1-benzyl-4-carbamoyl-1,2,3-triazole). Yields the product C(C1=CC=CC=C1)N1N=NC(=C1NC(CC(C)C)=O)C(NC(CC(C)C)=O)=O (1-benzyl-5-isovaleramido-4-isovalerylcarbamoyl-1,2,3-triazole). RXN SMILES: S(=O)(=O)(O)O.[NH2:6][C:7]1[N:11]([CH2:12][C:13]2[CH:18]=[CH:17][CH:16]=[CH:15][CH:14]=2)[N:10]=[N:9][C:8]=1[C:19](=[O:21])[NH2:20].[C:22](Cl)(=[O:27])[CH2:23][CH:24]([CH3:26])[CH3:25]>>[CH2:12]([N:11]1[C:7]([NH:6][C:22](=[O:27])[CH2:23][CH:24]([CH3:26])[CH3:25])=[C:8]([C:19](=[O:21])[NH:20][C:22](=[O:27])[CH2:23][CH:24]([CH3:26])[CH3:25])[N:9]=[N:10]1)[C:13]1[CH:18]=[CH:17][CH:16]=[CH:15][CH:14]=1. Procedure details: Concentrated sulphuric acid (7.5 ml.) was added dropwise, under anhydrous conditions, to an ice-cooled, stirred suspension of 5-amino-1-benzyl-4-carbamoyl-1,2,3-triazole (10.85 g.; prepared as described by J. R. E. Hoover and A. R. Day, J.Amer.Chem.Soc., 1956, 78, 5832) in isovaleryl chloride (50 ml.), and the mixture was then stirred at room temperature overnight. The resulting solution was poured into ice-water, and the precipitated solid filtered off, stirred well with water, again filtered o... Reactants: C[Si](C)(C)C#C ((trimethylsilyl)-acetylene), IC1=CC=C(C=C1)I (1,4-diiodobenzene), TEA. Reagents/catalysts: [Cu]I (CuI), Cl[Pd]([P](C1=CC=CC=C1)(C2=CC=CC=C2)C3=CC=CC=C3)([P](C4=CC=CC=C4)(C5=CC=CC=C5)C6=CC=CC=C6)Cl (PdCl2(PPh3)2). The solvent is C1CCOC1 (THF). Run at temperature 40 celsius. The product is IC1=CC=C(C=C1)C#C[Si](C)(C)C (1-Iodo-4-[2-(trimethylsilyl)ethynyl]benzene). Isolated yield 130.9%. RXN SMILES: [CH3:1][Si:2]([C:5]#[CH:6])([CH3:4])[CH3:3].[I:7][C:8]1[CH:13]=[CH:12][C:11](I)=[CH:10][CH:9]=1>[Cu]I.Cl[Pd](Cl)([P](C1C=CC=CC=1)(C1C=CC=CC=1)C1C=CC=CC=1)[P](C1C=CC=CC=1)(C1C=CC=CC=1)C1C=CC=CC=1.C1COCC1>[I:7][C:8]1[CH:13]=[CH:12][C:11]([C:6]#[C:5][Si:2]([CH3:4])([CH3:3])[CH3:1])=[CH:10][CH:9]=1 |^1:19,38|. Reported procedure: To a mixture of (trimethylsilyl)-acetylene (2.0 mL, 14 mmol) and 1,4-diiodobenzene (9.4 g, 28 mmol) in freshly distilled TEA (40 mL) and THF (20 mL) in a 100 mL Schlenk flask were added CuI (0.19 g, 1.0 mmol) and PdCl2(PPh3)2 (0.30 g, 0.43 mmol) with stirring. The flask was then evacuated and purged with argon (3 times) on a Schlenk line. The mixture was heated at 40° C. (oil bath), sealed and stirred for 4 h. The solvents were removed under reduced pressure. The residue was dissolved in ethyl e... The reactants are CO (methanol), C(C)(=O)O (acetic acid), C(C)(=O)O.OC(COC1=C2C=3C=CN(C(C3NC2=CC=C1)=O)C)CNC(C)(C)C (5(2-hydroxy-3-tert.-butylaminopropoxy)-1-oxo-2-methyl-1,2-dihydro-β-carboline acetate). Run in C(C)OCC (diethyl ether). Yields the product OC(COC1=C2C=3C=CN(C(C3NC2=CC=C1)=O)C)CNC(C)(C)C (5-(2-Hydroxy-3-tert.-butylaminopropoxy)-1-oxo-2-methyl-1,2-dihydro-β-carboline). Reaction SMILES: CO.C(O)(=O)C.C(O)(=O)C.[OH:11][CH:12]([CH2:30][NH:31][C:32]([CH3:35])([CH3:34])[CH3:33])[CH2:13][O:14][C:15]1[CH:27]=[CH:26][CH:25]=[C:24]2[C:16]=1[C:17]1[CH:18]=[CH:19][N:20]([CH3:29])[C:21](=[O:28])[C:22]=1[NH:23]2>C(OCC)C>[OH:11][CH:12]([CH2:30][NH:31][C:32]([CH3:35])([CH3:34])[CH3:33])[CH2:13][O:14][C:15]1[CH:27]=[CH:26][CH:25]=[C:24]2[C:16]=1[C:17]1[CH:18]=[CH:19][N:20]([CH3:29])[C:21](=[O:28])[C:22]=1[NH:23]2 |f:2.3|. Procedure: The above-obtained base is dissolved in about 50 ml. methanol and mixed with 0.8 ml. glacial acetic acid. After the addition of about 50 ml. diethyl ether, a precipitate is slowly formed. This is filtered off with suction and dried to give 2.6 g. 5(2-hydroxy-3-tert.-butylaminopropoxy)-1-oxo-2-methyl-1,2-dihydro-β-carboline acetate; m.p. 221°-223° C. The reactants are CC(C)(C)OC(=O)NC1CSCCNC1=O, C1CCOC1, [H-], COC(=O)CI, [Na+]. Yields the product COC(=O)CN1CCSCC(NC(=O)OC(C)(C)C)C1=O. RXN SMILES: [C:1]([CH3:2])([CH3:3])([CH3:4])[O:5][C:6](=[O:7])[NH:8][CH:9]1[C:10](=[O:16])[NH:11][CH2:12][CH2:13][S:14][CH2:15]1.[CH2:25]1[O:26][CH2:27][CH2:28][CH2:29]1.[H-:23].[I:17][CH2:18][C:19](=[O:20])[O:21][CH3:22].[Na+:24]>>[C:1]([CH3:2])([CH3:3])([CH3:4])[O:5][C:6](=[O:7])[NH:8][CH:9]1[C:10](=[O:16])[N:11]([CH2:18][C:19](=[O:20])[O:21][CH3:22])[CH2:12][CH2:13][S:14][CH2:15]1. Reactants: COC(=O)C=1SC=2C(COC3=C(C2N1)C=C(C=C3)Br)N=[N+]=[N-] (4-Azido-9-bromo-4,5-dihydro-6-oxa-3-thia-1-aza-benzo[e]azulene-2-carboxylic acid methyl ester), C1=CC=C(C=C1)P(C2=CC=CC=C2)C3=CC=CC=C3 (PPh3), C(C)(=O)Cl (acetyl chloride), TEA. Run in C1CCOC1.O (THF water). Reaction conditions: temperature 65 celsius, time 1 hour. Yields the product COC(=O)C=1SC=2C(COC3=C(C2N1)C=C(C=C3)Br)NC(C)=O (4-Acetylamino-9-bromo-4,5-dihydro-6-oxa-3-thia-1-aza-benzo[e]azulene-2-carboxylic acid methyl ester). Yield: 54.8%. RXN SMILES: [CH3:1][O:2][C:3]([C:5]1[S:6][C:7]2[CH:8]([N:20]=[N+]=[N-])[CH2:9][O:10][C:11]3[CH:18]=[CH:17][C:16]([Br:19])=[CH:15][C:12]=3[C:13]=2[N:14]=1)=[O:4].C1C=CC(P(C2C=CC=CC=2)C2C=CC=CC=2)=CC=1.[C:42](Cl)(=[O:44])[CH3:43]>C1COCC1.O>[CH3:1][O:2][C:3]([C:5]1[S:6][C:7]2[CH:8]([NH:20][C:42](=[O:44])[CH3:43])[CH2:9][O:10][C:11]3[CH:18]=[CH:17][C:16]([Br:19])=[CH:15][C:12]=3[C:13]=2[N:14]=1)=[O:4] |f:3.4|. Procedure details: To a solution of 4-Azido-9-bromo-4,5-dihydro-6-oxa-3-thia-1-aza-benzo[e]azulene-2-carboxylic acid methyl ester (280 mg, 0.735 mmol) in THF/water (15 mL/3 mL) was added PPh3 (192.5 mg, 0.735 mmol). The reaction mixture was heated to 65° C. overnight. The mixture was cooled to −5° C., and TEA (222 mg, 2.200 mmol) was added followed by acetyl chloride (86.5 mg, 1.101 mmol). Then the mixture was stirred at room temperature for 1 h. The mixture was partitioned between EtOAc and H2O, and the aqueous l... Reactants: CC(C)CC1C(CCCl)OC(C)(C)N1C(=O)OCc1ccccc1, CC(C)(C)[O-], CS(C)=O, [K+], c1ccccc1. Product: C=CC1OC(C)(C)N(C(=O)OCc2ccccc2)C1CC(C)C. Reaction SMILES: [CH2:1]([c:2]1[cH:3][cH:4][cH:5][cH:6][cH:7]1)[O:8][C:9](=[O:10])[N:11]1[C:12]([CH3:23])([CH3:24])[O:13][CH:14]([CH2:20][CH2:21][Cl:22])[CH:15]1[CH2:16][CH:17]([CH3:18])[CH3:19].[CH3:25][C:26]([CH3:27])([O-:28])[CH3:29].[CH3:37][S:38](=[O:39])[CH3:40].[K+:30].[cH:31]1[cH:32][cH:33][cH:34][cH:35][cH:36]1>>[CH2:1]([c:2]1[cH:3][cH:4][cH:5][cH:6][cH:7]1)[O:8][C:9](=[O:10])[N:11]1[C:12]([CH3:23])([CH3:24])[O:13][CH:14]([CH:20]=[CH2:21])[CH:15]1[CH2:16][CH:17]([CH3:18])[CH3:19].